Dataset: the Open Reaction Database (ORD), a public repository of structured organic reaction records. Task: describe an organic reaction: reactants, conditions, products, and yield The reactants are C1(=CC=CC=C1)C=1C2=C(SC1C(C)N)C=CC=C2 (1-(3-phenylbenzo[b]thiophen-2-yl)ethanamine), ClC1=C2N=CNC2=NC=N1 (6-chloro-9H-purine), CCN(C(C)C)C(C)C (DIPEA). Solvent: C(CCC)O (n-butanol). Reaction conditions: temperature 120 celsius, time 3 day. Product: C1(=CC=CC=C1)C=1C2=C(SC1C(C)NC1=C3N=CNC3=NC=N1)C=CC=C2 (N-(1-(3-phenylbenzo[b]thiophen-2-yl)ethyl)-9H-purin-6-amine). Reaction SMILES: [C:1]1([C:7]2[C:8]3[CH:18]=[CH:17][CH:16]=[CH:15][C:9]=3[S:10][C:11]=2[CH:12]([NH2:14])[CH3:13])[CH:6]=[CH:5][CH:4]=[CH:3][CH:2]=1.Cl[C:20]1[N:28]=[CH:27][N:26]=[C:25]2[C:21]=1[N:22]=[CH:23][NH:24]2.CCN(C(C)C)C(C)C>C(O)CCC>[C:1]1([C:7]2[C:8]3[CH:18]=[CH:17][CH:16]=[CH:15][C:9]=3[S:10][C:11]=2[CH:12]([NH:14][C:20]2[N:28]=[CH:27][N:26]=[C:25]3[C:21]=2[N:22]=[CH:23][NH:24]3)[CH3:13])[CH:2]=[CH:3][CH:4]=[CH:5][CH:6]=1. Procedure: A mixture of 1-(3-phenylbenzo[b]thiophen-2-yl)ethylamine from Example 23 (160 mg, 0.63 mmol), 6-chloro-9H-purine (98 mg, 0.63 mmol) and DIPEA (0.16 mL, 0.95 mmol) in n-butanol (1.3 mL) was stirred in a sealed vial for 3 days at 120° C. After cooling to RT, the crude reaction mixture was loaded into an Isolute® SCX-2 which was washed with MeOH and the product eluted with 2M NH3/MeOH. The product containing fractions were combined and concentrated in vacuo and the resulting residue was purified by...